Dataset: the Open Reaction Database (ORD), a public repository of structured organic reaction records. Task: describe an organic reaction: reactants, conditions, products, and yield Starting materials: FC(COC=1C=NC2=CC=CC=C2C1)(F)F (3-(2,2,2-trifluoroethoxy)quinoline). The solvent is C(=O)(C(F)(F)F)O (TFA). The product is FC(COC=1C=NC=2CCCCC2C1)(F)F (3-(2,2,2-trifluoroethoxy)-5,6,7,8-tetrahydroquinoline). Reagents/catalysts: [Pt](=O)=O (platinum (IV) oxide). Reported procedure: A mixture of 3-(2,2,2-trifluoroethoxy)quinoline (1.13 g, 5.0 mmol) and platinum (IV) oxide (50 mg) in TFA (8 mL) was stirred at room temperature for 12 hours under hydrogen atmosphere (1 atm). Then the mixture was filtered off through a pad of Celite, and the filtrate was concentrated in vacuo. The residue was purified by column chromatography on silica gel eluting with hexane/ethyl acetate (10:1-7:1) to give 495 mg (43% yield) of the title compound as a colorless oil: RXN SMILES: [F:1][C:2]([F:16])([F:15])[CH2:3][O:4][C:5]1[CH:6]=[N:7][C:8]2[C:13]([CH:14]=1)=[CH:12][CH:11]=[CH:10][CH:9]=2>C(O)(C(F)(F)F)=O.[Pt](=O)=O>[F:16][C:2]([F:1])([F:15])[CH2:3][O:4][C:5]1[CH:6]=[N:7][C:8]2[CH2:9][CH2:10][CH2:11][CH2:12][C:13]=2[CH:14]=1. Isolated yield 42.8%. Conditions: time 12 hour. The reactants are ClC=1C=C(C(=C(C(=O)OC)C1)OC)N(C1CCOCC1)CC (methyl 5-chloro-3-[ethyl(oxan-4-yl)amino]-2-methoxybenzoate), [OH-].[Na+] (NaOH), Cl (HCl). The solvent is C1CCOC1 (THF). Conditions: temperature 50 celsius, time 24 hour. Yields the product ClC=1C=C(C(=C(C(=O)O)C1)OC)N(C1CCOCC1)CC (5-chloro-3-[ethyl(oxan-4-yl)amino]-2-methoxybenzoic acid). Isolated yield 90.7%. Reaction SMILES: [Cl:1][C:2]1[CH:3]=[C:4]([N:14]([CH2:21][CH3:22])[CH:15]2[CH2:20][CH2:19][O:18][CH2:17][CH2:16]2)[C:5]([O:12][CH3:13])=[C:6]([CH:11]=1)[C:7]([O:9]C)=[O:8].[OH-].[Na+].Cl>C1COCC1>[Cl:1][C:2]1[CH:3]=[C:4]([N:14]([CH2:21][CH3:22])[CH:15]2[CH2:20][CH2:19][O:18][CH2:17][CH2:16]2)[C:5]([O:12][CH3:13])=[C:6]([CH:11]=1)[C:7]([OH:9])=[O:8] |f:1.2|. Procedure details: To a solution of methyl 5-chloro-3-[ethyl(oxan-4-yl)amino]-2-methoxybenzoate (127 mg, 0.39 mmol) in THF (4 ml) was added 4M NaOH (3.87 ml). The reaction mixture was stirred at 50° C. for 24 hours. The reaction mixture was acidified to pH 2-3 with 6M HCl and extracted with DCM (5×15 ml). The combined organic extracts were dried over MgSO4, filtered and concentrated under reduced pressure to give 111 mg (91%) of the title compound as a yellow oil. LC-MS 80%, 1.25 min (3 minute LC-MS method), m/z=3... The reactants are [I-].CSC=1SC[C@H]2[N+]1CC=1C=CC=CC1C2 ((S)-3-Methylthio-1,5,10,10a-tetrahydrothiazolo-[3,4-b]isoquinolinium iodide), NC1=C2C=C(N=CC2=CC=C1)C(=O)OC (5-amino-3-methoxycarbonylisoquinoline), N1=CC=CC=C1 (pyridine). Conditions: temperature 20 celsius, time 3 day. Yields the product COC(=O)C=1N=CC2=CC=CC(=C2C1)[C@@H]1SC(C2N1CC=1C=CC=CC1C2)=N ((S)-3-[(3-methoxycarbonylisoquinol-5-yl)]-imino-1,5,10,10a-tetrahydrothiazolo[3,4-b]-isoquinoline). Reaction SMILES: [I-].CS[C:4]1[S:5][CH2:6][C@@H:7]2[CH2:16][C:15]3[CH:14]=[CH:13][CH:12]=[CH:11][C:10]=3[CH2:9][N+:8]=12.N[C:18]1[CH:27]=[CH:26][CH:25]=[C:24]2[C:19]=1[CH:20]=[C:21]([C:28]([O:30][CH3:31])=[O:29])[N:22]=[CH:23]2.[N:32]1C=CC=CC=1>>[CH3:31][O:30][C:28]([C:21]1[N:22]=[CH:23][C:24]2[C:19]([CH:20]=1)=[C:18]([C@H:4]1[N:8]3[CH2:9][C:10]4[CH:11]=[CH:12][CH:13]=[CH:14][C:15]=4[CH2:16][CH:7]3[C:6](=[NH:32])[S:5]1)[CH:27]=[CH:26][CH:25]=2)=[O:29] |f:0.1|. Procedure: (S)-3-Methylthio-1,5,10,10a-tetrahydrothiazolo-[3,4-b]isoquinolinium iodide (22.4 g) is added to a solution of 5-amino-3-methoxycarbonylisoquinoline (13 g) in pyridine (400 cc). The suspension gradually changes to a solution. After stirring for 3 days at a temperature of the order of 20° C., the mixture is concentrated to dryness under reduced pressure (20 m Hg; 2.7 kPa) at 60° C. The residue is dissolved in methylene chloride (500 cc) and the solution is washed with a N aqueous sodium hydroxide...